Dataset: the Open Reaction Database (ORD), a public repository of structured organic reaction records. Task: describe an organic reaction: reactants, conditions, products, and yield Starting materials: BrC1=C2C3(C(NC2=CC=C1)=O)COC=1C3=CC3=C(OCO3)C1 (4′-bromospiro[furo[2,3-f][1,3]benzodioxole-7,3′-indol]-2′(1′H)-one), CN(C1=CC=C(C=N1)B(O)O)C (6-(dimethylamino)pyridin-3-ylboronic acid), C([O-])([O-])=O.[Na+].[Na+] (sodium carbonate). Reagents/catalysts: C=1C=CC(=CC1)[P](C=2C=CC=CC2)(C=3C=CC=CC3)[Pd]([P](C=4C=CC=CC4)(C=5C=CC=CC5)C=6C=CC=CC6)([P](C=7C=CC=CC7)(C=8C=CC=CC8)C=9C=CC=CC9)[P](C=1C=CC=CC1)(C=1C=CC=CC1)C=1C=CC=CC1 (tetrakis(triphenylphosphine)palladium). Run in CN(C=O)C (N,N-dimethylformamide). Product: CN(C1=CC=C(C=N1)C1=C2C3(C(NC2=CC=C1)=O)COC=1C3=CC3=C(OCO3)C1)C (4′-[6-(dimethylamino)pyridin-3-yl]spiro[furo[2,3-f][1,3]benzodioxole-7,3′-indol]-2′(1′H)-one). The yield is 53.8%. As a reaction SMILES: Br[C:2]1[CH:10]=[CH:9][CH:8]=[C:7]2[C:3]=1[C:4]1([C:15]3=[CH:16][C:17]4[O:21][CH2:20][O:19][C:18]=4[CH:22]=[C:14]3[O:13][CH2:12]1)[C:5](=[O:11])[NH:6]2.[CH3:23][N:24]([CH3:34])[C:25]1[N:30]=[CH:29][C:28](B(O)O)=[CH:27][CH:26]=1.C(=O)([O-])[O-].[Na+].[Na+]>CN(C)C=O.C1C=CC([P]([Pd]([P](C2C=CC=CC=2)(C2C=CC=CC=2)C2C=CC=CC=2)([P](C2C=CC=CC=2)(C2C=CC=CC=2)C2C=CC=CC=2)[P](C2C=CC=CC=2)(C2C=CC=CC=2)C2C=CC=CC=2)(C2C=CC=CC=2)C2C=CC=CC=2)=CC=1>[CH3:23][N:24]([CH3:34])[C:25]1[N:30]=[CH:29][C:28]([C:2]2[CH:10]=[CH:9][CH:8]=[C:7]3[C:3]=2[C:4]2([C:15]4=[CH:16][C:17]5[O:21][CH2:20][O:19][C:18]=5[CH:22]=[C:14]4[O:13][CH2:12]2)[C:5](=[O:11])[NH:6]3)=[CH:27][CH:26]=1 |f:2.3.4,^1:49,51,70,89|. Reported procedure: To a suspended mixture of 4′-bromospiro[furo[2,3-f][1,3]benzodioxole-7,3′-indol]-2′(1′H)-one (1.00 g, 2.78 mmol), 6-(dimethylamino)pyridin-3-ylboronic acid (0.69 g, 4.17 mmol) and tetrakis(triphenylphosphine)palladium (0) (0.32 g, 0.28 mmol) in N,N-dimethylformamide (30 mL) was added aqueous 2 M sodium carbonate (2.8 mL, 5.6 mmol). The reaction mixture was refluxed for 3 h. The solid was filtered and washed with ethyl acetate (40 mL). The filtrate was concentrated in vacuo to dryness. The residu...